From a dataset of the Open Reaction Database (ORD), a public repository of structured organic reaction records. describe an organic reaction: reactants, conditions, products, and yield Starting materials: IC=1C(=CC(=NC1)N(C(OC(C)(C)C)=O)C)OC (tert-butyl N-(5-iodo-4-methoxy-2-pyridyl)-N-methyl-carbamate), C1(=CC=CC=C1)C(=N)C1=CC=CC=C1 (diphenylmethanimine), C(=O)([O-])[O-].[Cs+].[Cs+] (Cs2CO3), CC1(C2=C(C(=CC=C2)P(C3=CC=CC=C3)C4=CC=CC=C4)OC5=C(C=CC=C51)P(C6=CC=CC=C6)C7=CC=CC=C7)C (Xantphos). Reagents/catalysts: C=1C=CC(=CC1)/C=C/C(=O)/C=C/C2=CC=CC=C2.C=1C=CC(=CC1)/C=C/C(=O)/C=C/C2=CC=CC=C2.C=1C=CC(=CC1)/C=C/C(=O)/C=C/C2=CC=CC=C2.[Pd].[Pd] (Pd2(dba)3). The solvent is O1CCOCC1 (dioxane). Conditions: temperature 100 celsius. The product is C1(=CC=CC=C1)C(C1=CC=CC=C1)=NC=1C(=CC(=NC1)N(C(OC(C)(C)C)=O)C)OC (tert-butyl (5-((diphenylmethylene)amino)-4-methoxypyridin-2-yl)(methyl)carbamate). Isolated yield 69.3%. RXN SMILES: CC1(C)C2C(=C(P(C3C=CC=CC=3)C3C=CC=CC=3)C=CC=2)OC2C(P(C3C=CC=CC=3)C3C=CC=CC=3)=CC=CC1=2.I[C:44]1[C:45]([O:59][CH3:60])=[CH:46][C:47]([N:50]([CH3:58])[C:51](=[O:57])[O:52][C:53]([CH3:56])([CH3:55])[CH3:54])=[N:48][CH:49]=1.[C:61]1([C:67]([C:69]2[CH:74]=[CH:73][CH:72]=[CH:71][CH:70]=2)=[NH:68])[CH:66]=[CH:65][CH:64]=[CH:63][CH:62]=1.C([O-])([O-])=O.[Cs+].[Cs+]>O1CCOCC1.C1C=CC(/C=C/C(/C=C/C2C=CC=CC=2)=O)=CC=1.C1C=CC(/C=C/C(/C=C/C2C=CC=CC=2)=O)=CC=1.C1C=CC(/C=C/C(/C=C/C2C=CC=CC=2)=O)=CC=1.[Pd].[Pd]>[C:61]1([C:67](=[N:68][C:44]2[C:45]([O:59][CH3:60])=[CH:46][C:47]([N:50]([CH3:58])[C:51](=[O:57])[O:52][C:53]([CH3:56])([CH3:55])[CH3:54])=[N:48][CH:49]=2)[C:69]2[CH:70]=[CH:71][CH:72]=[CH:73][CH:74]=2)[CH:66]=[CH:65][CH:64]=[CH:63][CH:62]=1 |f:3.4.5,7.8.9.10.11|. Procedure: Pd2(dba)3 (33.70 mg, 0.03680 mmol) and Xantphos (42.58 mg, 0.07359 mmol) were added to a sealed tube containing tert-butyl N-(5-iodo-4-methoxy-2-pyridyl)-N-methyl-carbamate (268 mg, 0.7359 mmol), diphenylmethanimine (173.4 mg, 160.6 μL, 0.9567 mmol) and Cs2CO3 (719.4 mg, 2.208 mmol) in dioxane (2.5 mL). The reaction was placed under an atmosphere of nitrogen and heated at 100° C. for 4 hours. At RT, the reaction mixture was filtered through celite and the filtrate concentrated in vacuo. The resi... The reactants are Cc1ccccc1, CO, CCOC(C)=O, CC(C)[Si](OC1CCC(OS(=O)(=O)C(F)(F)F)=Cc2cccnc21)(C(C)C)C(C)C, OB(O)c1cccc(F)c1F, [Na+], [Na+], O=C([O-])[O-], c1ccc(P(c2ccccc2)(c2ccccc2)[Pd](P(c2ccccc2)(c2ccccc2)c2ccccc2)(P(c2ccccc2)(c2ccccc2)c2ccccc2)P(c2ccccc2)(c2ccccc2)c2ccccc2)cc1. Product: CC(C)[Si](OC1CCC(c2cccc(F)c2F)=Cc2cccnc21)(C(C)C)C(C)C. RXN SMILES: [CH3:48][c:49]1[cH:50][cH:51][cH:52][cH:53][cH:54]1.[CH3:55][OH:56].[CH3:57][CH2:58][O:59][C:60](=[O:61])[CH3:62].[F:18][C:19]([F:20])([F:21])[S:22]([O:23][C:24]1=[CH:25][c:26]2[c:27]([n:28][cH:29][cH:30][cH:31]2)[CH:32]([O:35][Si:36]([CH:37]([CH3:38])[CH3:39])([CH:40]([CH3:41])[CH3:42])[CH:43]([CH3:44])[CH3:45])[CH2:33][CH2:34]1)(=[O:46])=[O:47].[F:1][c:2]1[c:3]([B:9]([OH:10])[OH:11])[cH:4][cH:5][cH:6][c:7]1[F:8].[Na+:12].[Na+:13].[O-:14][C:15](=[O:16])[O-:17].[cH:63]1[cH:64][cH:65][c:66]([P:67]([Pd:68]([P:69]([c:70]2[cH:71][cH:72][cH:73][cH:74][cH:75]2)([c:76]2[cH:77][cH:78][cH:79][cH:80][cH:81]2)[c:82]2[cH:83][cH:84][cH:85][cH:86][cH:87]2)([P:88]([c:89]2[cH:90][cH:91][cH:92][cH:93][cH:94]2)([c:95]2[cH:96][cH:97][cH:98][cH:99][cH:100]2)[c:101]2[cH:102][cH:103][cH:104][cH:105][cH:106]2)[P:107]([c:108]2[cH:109][cH:110][cH:111][cH:112][cH:113]2)([c:114]2[cH:115][cH:116][cH:117][cH:118][cH:119]2)[c:120]2[cH:121][cH:122][cH:123][cH:124][cH:125]2)([c:126]2[cH:127][cH:128][cH:129][cH:130][cH:131]2)[c:132]2[cH:133][cH:134][cH:135][cH:136][cH:137]2)[cH:138][cH:139]1>>[F:1][c:2]1[c:3]([C:24]2=[CH:25][c:26]3[c:27]([n:28][cH:29][cH:30][cH:31]3)[CH:32]([O:35][Si:36]([CH:37]([CH3:38])[CH3:39])([CH:40]([CH3:41])[CH3:42])[CH:43]([CH3:44])[CH3:45])[CH2:33][CH2:34]2)[cH:4][cH:5][cH:6][c:7]1[F:8]. Starting materials: FC(C(=O)O)(F)F.C(C)S(=O)(=O)N1CCC(CC1)C1=CNC2=C(C=C(C=C12)C1=CSC(=C1)CN(C1CCN(CC1)C)C)C(=O)N (3-[1-(ethylsulfonyl)-4-piperidinyl]-5-(5-{[methyl(1-methyl-4-piperidinyl)amino]methyl}-3-thienyl)-1H-indole-7-carboxamide trifluoroacetate), CNC1CCN(CC1)C (N,1-dimethyl-4-piperidinamine). The product is FC(C(=O)O)(F)F.C(#N)CCN(C)CC1=CC(=CS1)C=1C=C2C(=CNC2=C(C1)C(=O)N)C1CCN(CC1)S(=O)(=O)CC (5-(5-{[(2-cyanoethyl)(methyl)amino]methyl}-3-thienyl)-3-[1-(ethylsulfonyl)-4-piperidinyl]-1H-indole-7-carboxamide trifluoroacetate). Yield: 42.5%. Reaction SMILES: [F:1][C:2]([F:7])([F:6])[C:3]([OH:5])=[O:4].[CH2:8]([S:10]([N:13]1[CH2:18][CH2:17][CH:16]([C:19]2[C:27]3[C:22](=[C:23]([C:43]([NH2:45])=[O:44])[CH:24]=[C:25]([C:28]4[CH:32]=[C:31]([CH2:33][N:34]([CH3:42])[CH:35]5CC[N:38](C)[CH2:37][CH2:36]5)[S:30][CH:29]=4)[CH:26]=3)[NH:21][CH:20]=2)[CH2:15][CH2:14]1)(=[O:12])=[O:11])[CH3:9].CNC1CCN(C)CC1>>[F:1][C:2]([F:7])([F:6])[C:3]([OH:5])=[O:4].[C:37]([CH2:36][CH2:35][N:34]([CH2:33][C:31]1[S:30][CH:29]=[C:28]([C:25]2[CH:26]=[C:27]3[C:22](=[C:23]([C:43]([NH2:45])=[O:44])[CH:24]=2)[NH:21][CH:20]=[C:19]3[CH:16]2[CH2:17][CH2:18][N:13]([S:10]([CH2:8][CH3:9])(=[O:11])=[O:12])[CH2:14][CH2:15]2)[CH:32]=1)[CH3:42])#[N:38] |f:0.1,3.4|. Reported procedure: The title compound was prepared according to the general procedure for 3-[1-(ethylsulfonyl)-4-piperidinyl]-5-(5-{[methyl(1-methyl-4-piperidinyl)amino]methyl}-3-thienyl)-1H-indole-7-carboxamide trifluoroacetate, substituting 3-(methylamino)propanenitrile (84.12 mg, 1.0 mmol) for N,1-dimethyl-4-piperidinamine to afford 24 mg of the title compound (42.5%). Yields the product OCCN1C(C(=NC2=CC=CC=C12)C(=O)OCC)=O (3,4-Dihydro-4(2-hydroxyethyl)-3-oxo-2-quinoxalinecarboxylic acid, ethyl ester). Reported procedure: 3,4-Dihydro-3-oxo-2-quinoxalinecarboxylic acid, ethyl ester (1 g), 2-bromoethanol (1.15 g) and anhydrous potassium carbonate (3 g) were heated under reflux in butanone (100 ml) for 5 hours. The mixture was cooled and the solid was filtered off. The filtrate was evaporated to give an oil which was crystallised from a mixture of benzene and light petroleum (b.p. 60°-80°). It had m.p. 137°-138°. The reactants are O=C1C(=NC2=CC=CC=C2N1)C(=O)OCC (3,4-Dihydro-3-oxo-2-quinoxalinecarboxylic acid, ethyl ester), BrCCO (2-bromoethanol), C([O-])([O-])=O.[K+].[K+] (potassium carbonate). The solvent is CC(CC)=O (butanone). Reaction SMILES: [O:1]=[C:2]1[NH:11][C:10]2[C:5](=[CH:6][CH:7]=[CH:8][CH:9]=2)[N:4]=[C:3]1[C:12]([O:14][CH2:15][CH3:16])=[O:13].Br[CH2:18][CH2:19][OH:20].C(=O)([O-])[O-].[K+].[K+]>CC(=O)CC>[OH:20][CH2:19][CH2:18][N:11]1[C:10]2[C:5](=[CH:6][CH:7]=[CH:8][CH:9]=2)[N:4]=[C:3]([C:12]([O:14][CH2:15][CH3:16])=[O:13])[C:2]1=[O:1] |f:2.3.4|.